From a dataset of the Open Reaction Database (ORD), a public repository of structured organic reaction records. describe an organic reaction: reactants, conditions, products, and yield RXN SMILES: [Al+3:3].[CH2:21]1[O:22][CH2:23][CH2:24][CH2:25]1.[CH3:7][c:8]1[n:9][cH:10][c:11]([C:12](=[O:13])[O:14][CH3:15])[cH:16][cH:17]1.[H-:1].[H-:4].[H-:5].[H-:6].[Li+:2].[Na+:20].[OH-:19].[OH2:18]>>[CH3:7][c:8]1[n:9][cH:10][c:11]([CH2:12][OH:13])[cH:16][cH:17]1. Reactants: [Al+3], C1CCOC1, COC(=O)c1ccc(C)nc1, [H-], [H-], [H-], [H-], [Li+], [Na+], [OH-], O. Yields the product Cc1ccc(CO)cn1. Reactants: CC=1N(C2=CC=CC=C2C1C)C1=CC=CC=C1 (2,3-dimethyl-1-phenylindole), N1CCCC1 (pyrrolidine), C=O (formaldehyde), O (water). Run in C(C)(=O)O (acetic acid). Conditions: time 15 minute. The product is CC1=C(N(C2=CC=CC=C12)C1=CC=CC=C1)CCN1CCCC1 (3-methyl-1-phenyl-2-[2-(1-pyrrolidinyl)ethyl]indole). RXN SMILES: [CH3:1][C:2]1[N:3]([C:12]2[CH:17]=[CH:16][CH:15]=[CH:14][CH:13]=2)[C:4]2[C:9]([C:10]=1[CH3:11])=[CH:8][CH:7]=[CH:6][CH:5]=2.[NH:18]1[CH2:22][CH2:21][CH2:20][CH2:19]1.O.[CH2:24]=O>C(O)(=O)C>[CH3:11][C:10]1[C:9]2[C:4](=[CH:5][CH:6]=[CH:7][CH:8]=2)[N:3]([C:12]2[CH:17]=[CH:16][CH:15]=[CH:14][CH:13]=2)[C:2]=1[CH2:1][CH2:24][N:18]1[CH2:22][CH2:21][CH2:20][CH2:19]1. Procedure: To a solution of 310 g of 2,3-dimethyl-1-phenylindole in 170 ml 40% formaldehyde and 1.6 liters acetic acid there is added dropwise 175 ml pyrrolidine at such a rate that the mixture temperature is 55° to 60°. When the addition is complete the mixture is stirred for 15 minutes and treated at 55° to 60° for 2 hours. 1.6 liters of water are added. The mixture is extracted with toluene (five times 1.6 liters), and the extracts are carefully washed with two 1.6 liter portions of 2 N NaOH. The soluti... Reactants: [Na+], [Na+], [Na+], O=C([O-])[O-], O=C=O, [O-]c1ccc2ccccc2c1. The product is O=C(O)c1cc2ccccc2cc1O. Reaction SMILES: [Na+:1].[Na+:21].[Na+:2].[O-:3][C:4]([O-:5])=[O:6].[O:7]=[C:8]=[O:9].[cH:10]1[c:11]([O-:20])[cH:12][cH:13][c:14]2[cH:15][cH:16][cH:17][cH:18][c:19]12>>[OH:3][C:4](=[O:6])[c:12]1[c:11]([OH:20])[cH:10][c:19]2[c:14]([cH:13]1)[cH:15][cH:16][cH:17][cH:18]2. The reactants are COCN1C2=C(SC3=C1C=C(C=C3)CCl)N=CC=N2 (10-methoxymethyl-8-chloromethyl-10H-pyrazino-[2,3-b][1,4]benzothiazine), Cl.Cl.NCCC=1N=CNC1 (4-(2-aminoethyl)imidazole dihydorchloride). The product is NCCC=1N=CN(C1)C=1C=CC2=C(N(C3=C(S2)N=CC=N3)COC)C1 (8-[4-(2-aminoethyl)imidazol-1-yl]-10-methoxymethyl-10H-pyrazino[2,3-b][1,4]benzothiazine). Isolated yield 116.0%. As a reaction SMILES: [CH3:1][O:2][CH2:3][N:4]1[C:9]2[CH:10]=[C:11](CCl)[CH:12]=[CH:13][C:8]=2[S:7][C:6]2[N:16]=[CH:17][CH:18]=[N:19][C:5]1=2.Cl.Cl.[NH2:22][CH2:23][CH2:24][C:25]1[N:26]=[CH:27][NH:28][CH:29]=1>>[NH2:22][CH2:23][CH2:24][C:25]1[N:26]=[CH:27][N:28]([C:11]2[CH:12]=[CH:13][C:8]3[S:7][C:6]4[N:16]=[CH:17][CH:18]=[N:19][C:5]=4[N:4]([CH2:3][O:2][CH3:1])[C:9]=3[CH:10]=2)[CH:29]=1 |f:1.2.3|. Procedure details: 0.5 g of 10-methoxymethyl-8-chloromethyl-10H-pyrazino-[2,3-b][1,4]benzothiazine and 1.0 g of 4-(2-aminoethyl)imidazole dihydorchloride were treated by the same method as the one of Example 1094 to thereby give 0.7 g of crude 8-[4-(2-aminoethyl)imidazol-1-yl]-10-methoxymethyl-10H-pyrazino[2,3-b][1,4]benzothiazine as a brown solid. This crude product was then treated by the same method as the one of Example 316 to thereby give 0.1 g of N-[2-[1-(10-methoxymethyl-10H-pyrazino[2,3-b][1,4benzothiazin-... Starting materials: BrC=1C=CC(=C(CO[Si](C)(C)C(C)(C)C)C1)OC ((5-Bromo-2-methoxy-benzyloxy)-tert-butyl-dimethyl-silane), C(CCC)[Li] (n-butyllithium), hexanes, CSSC (dimethyldisulfide), O.[F-].C(CCC)[N+](CCCC)(CCCC)CCCC (tetrabutylammonium fluoride hydrate). Run in O1CCCC1 (tetrahydrofuran). Run at temperature -78 celsius, time 10 minute. Yields the product COC1=C(C=C(C=C1)SC)CO ((2-Methoxy-5-methylsulfanyl-phenyl)-methanol). Yield: 76.0%. Reaction SMILES: Br[C:2]1[CH:3]=[CH:4][C:5]([O:17][CH3:18])=[C:6]([CH:16]=1)[CH2:7][O:8][Si](C(C)(C)C)(C)C.C([Li])CCC.[CH3:24][S:25]SC.O.[F-].C([N+](CCCC)(CCCC)CCCC)CCC>O1CCCC1>[CH3:18][O:17][C:5]1[CH:4]=[CH:3][C:2]([S:25][CH3:24])=[CH:16][C:6]=1[CH2:7][OH:8] |f:3.4.5|. Procedure details: To a solution of Example 170A (2.91 g, 8.75 mmol) in 20 mL of tetrahydrofuran at −78° C. was added 1.6 M n-butyllithium in hexanes (7.1 mL, 11.4 mmol). The reaction was stirred at −78° C. for 10 min, then 1.5 mL of dimethyldisulfide was added. The reaction was warmed to ambient temperature and stirred for 2 h, then concentrated in vacuo. The residue was taken up in 50 mL of diethyl ether, then extracted with water (2×15 mL), 2 M NaOH(aq.) (1×15 mL), and brine (1×15 mL), dried over MgSO4, filtere...